describe an organic reaction: reactants, conditions, products, and yield From a dataset of the Open Reaction Database (ORD), a public repository of structured organic reaction records. The reactants are NC=1C=NC=CC1N1C[C@H]([C@@H](CC1)O[Si](C)(C)C(C)(C)C)NC(OC(C)(C)C)=O (trans-(+/−)-tert-butyl 1-(3-aminopyridin-4-yl)-4-(tert-butyldimethylsilyloxy)piperidin-3-ylcarbamate), NC=1C(=NC(=CC1)Br)C(=O)O (3-amino-6-bromo-picolinic acid). Yields the product NC=1C(=NC(=CC1)Br)C(=O)NC=1C=NC=CC1N1C[C@H]([C@@H](CC1)O[Si](C)(C)C(C)(C)C)NC(OC(C)(C)C)=O (trans-(+/−)-tert-butyl 1-(3-(3-amino-6-bromo-picolinamido)pyridin-4-yl)-4-(tert-butyldimethylsilyloxy)piperidin-3-ylcarbamate). Isolated yield 27.0%. Reaction SMILES: [NH2:1][C:2]1[CH:3]=[N:4][CH:5]=[CH:6][C:7]=1[N:8]1[CH2:13][CH2:12][C@@H:11]([O:14][Si:15]([C:18]([CH3:21])([CH3:20])[CH3:19])([CH3:17])[CH3:16])[C@H:10]([NH:22][C:23](=[O:29])[O:24][C:25]([CH3:28])([CH3:27])[CH3:26])[CH2:9]1.[NH2:30][C:31]1[C:32]([C:38](O)=[O:39])=[N:33][C:34]([Br:37])=[CH:35][CH:36]=1>>[NH2:30][C:31]1[C:32]([C:38]([NH:1][C:2]2[CH:3]=[N:4][CH:5]=[CH:6][C:7]=2[N:8]2[CH2:13][CH2:12][C@@H:11]([O:14][Si:15]([C:18]([CH3:21])([CH3:20])[CH3:19])([CH3:17])[CH3:16])[C@H:10]([NH:22][C:23](=[O:29])[O:24][C:25]([CH3:28])([CH3:27])[CH3:26])[CH2:9]2)=[O:39])=[N:33][C:34]([Br:37])=[CH:35][CH:36]=1. Procedure details: Following Method 11 of Example 305, trans-(+/−)-tert-butyl 1-(3-aminopyridin-4-yl)-4-(tert-butyldimethylsilyloxy)piperidin-3-ylcarbamate and 3-amino-6-bromo-picolinic acid was reacted yielding trans-(+/−)-tert-butyl 1-(3-(3-amino-6-bromo-picolinamido)pyridin-4-yl)-4-(tert-butyldimethylsilyloxy)piperidin-3-ylcarbamate, (27%). LCMS (m/z): 621.2 (MH+); LC Rt=4.41 min. Starting materials: O=C([O-])[O-], CCc1cccc(CC)c1-c1cc2cc[nH]c2cn1, CCOC(C)=O, [Cs+], [Cs+], [Cu]I, CC(C)c1ccc(I)cc1, NCCN, C1COCCO1. Yields the product CCc1cccc(CC)c1-c1cc2ccn(-c3ccc(C(C)C)cc3)c2cn1. As a reaction SMILES: [C:30](=[O:31])([O-:32])[O-:33].[CH2:1]([CH3:2])[c:3]1[c:4](-[c:11]2[cH:12][c:13]3[c:14]([cH:15][n:16]2)[nH:17][cH:18][cH:19]3)[c:5]([CH2:9][CH3:10])[cH:6][cH:7][cH:8]1.[CH3:46][CH2:47][O:48][C:49]([CH3:50])=[O:51].[Cs+:34].[Cs+:35].[Cu:52][I:53].[I:20][c:21]1[cH:22][cH:23][c:24]([CH:27]([CH3:28])[CH3:29])[cH:25][cH:26]1.[NH2:36][CH2:37][CH2:38][NH2:39].[O:40]1[CH2:41][CH2:42][O:43][CH2:44][CH2:45]1>>[CH2:1]([CH3:2])[c:3]1[c:4](-[c:11]2[cH:12][c:13]3[c:14]([cH:15][n:16]2)[n:17](-[c:21]2[cH:22][cH:23][c:24]([CH:27]([CH3:28])[CH3:29])[cH:25][cH:26]2)[cH:18][cH:19]3)[c:5]([CH2:9][CH3:10])[cH:6][cH:7][cH:8]1. Reactants: C=C(Cc1ccccc1)C(=O)O, CN(C)c1ccncc1, C(=NC1CCCCC1)=NC1CCCCC1, OCc1ccccc1. Product: C=C(Cc1ccccc1)C(=O)OCc1ccccc1. RXN SMILES: [CH2:1]([c:2]1[cH:3][cH:4][cH:5][cH:6][cH:7]1)[C:8]([C:9](=[O:10])[OH:11])=[CH2:12].[CH3:36][N:37]([CH3:38])[c:39]1[cH:40][cH:41][n:42][cH:43][cH:44]1.[CH:13]1([N:14]=[C:15]=[N:16][CH:17]2[CH2:18][CH2:19][CH2:20][CH2:21][CH2:22]2)[CH2:23][CH2:24][CH2:25][CH2:26][CH2:27]1.[OH:28][CH2:29][c:30]1[cH:31][cH:32][cH:33][cH:34][cH:35]1>>[CH2:1]([c:2]1[cH:3][cH:4][cH:5][cH:6][cH:7]1)[C:8]([C:9](=[O:10])[O:11][CH2:29][c:30]1[cH:31][cH:32][cH:33][cH:34][cH:35]1)=[CH2:12]. Reactants: C[O-].[Na+] (Sodium methoxide), [BH4-].[Na+] (sodium borohydride), [C@@H]1([C@H](O)[C@H](O)[C@@H](CO)O1)N1C=NC=2C(=O)NC(N)=NC12 (Guanosine), Cl (hydrochloric acid), C(C(C)(C)C)(=O)Cl (pivaloyl chloride), CS(=O)(=O)Cl (methanesulfonyl chloride), [BH4-].[Na+] (NaBH4). Run in CO (Methanol), O (water), O (water), N1=CC=CC=C1 (pyridine), CC(=O)C (acetone), O (water). Conditions: time 45 minute. The product is [C@@H]1([C@@H](O)C[C@H](O1)CO)N1C=2N=C(NC(C2N=C1)=O)N (9-(3-deoxy-β-D-threo-pentofuranosyl) guanine). Isolated yield 27.7%. Reaction SMILES: [C@@H:1]1([N:10]2[C:20]3[N:19]=[C:17]([NH2:18])[NH:16][C:14](=[O:15])[C:13]=3[N:12]=[CH:11]2)[O:9][C@H:6]([CH2:7][OH:8])[C@@H:4](O)[C@H:2]1[OH:3].C(Cl)(=O)C(C)(C)C.CS(Cl)(=O)=O.C[O-].[Na+].[BH4-].[Na+].Cl>N1C=CC=CC=1.O.CO.CC(C)=O>[C@@H:1]1([N:10]2[CH:11]=[N:12][C:13]3[C:14](=[O:15])[NH:16][C:17]([NH2:18])=[N:19][C:20]2=3)[O:9][C@H:6]([CH2:7][OH:8])[CH2:4][C@@H:2]1[OH:3] |f:3.4,5.6|. Procedure: Guanosine (5.0 g, 17.7 mmol) was suspended in dry pyridine (50 ml). To .the suspension was added pivaloyl chloride (9.8 ml) 79.6 mmol) under ice cooling, and the mixture was then stirred at room temperature for 45 minutes. After ice cooling, methanesulfonyl chloride (4.1 ml, 53.0 mmol) was added dropwise to the reaction mixture, after which it was first stirred at 0° C. for 1 hour and then at room temperature for 3 hours. The reaction mixture was cooled with iced water and a small amount of wate... Reactants: NC1CCN(CCc2ccccc2)C1, O=C(O)C1c2ccccc2Cc2ccccc21. The product is O=C(NC1CCN(CCc2ccccc2)C1)C1c2ccccc2Cc2ccccc21. As a reaction SMILES: [NH2:18][CH:19]1[CH2:20][N:21]([CH2:24][CH2:25][c:26]2[cH:27][cH:28][cH:29][cH:30][cH:31]2)[CH2:22][CH2:23]1.[cH:1]1[cH:2][cH:3][cH:4][c:5]2[c:14]1[CH:13]([C:15](=[O:16])[OH:17])[c:12]1[c:7]([cH:8][cH:9][cH:10][cH:11]1)[CH2:6]2>>[cH:1]1[cH:2][cH:3][cH:4][c:5]2[c:14]1[CH:13]([C:15](=[O:16])[NH:18][CH:19]1[CH2:20][N:21]([CH2:24][CH2:25][c:26]3[cH:27][cH:28][cH:29][cH:30][cH:31]3)[CH2:22][CH2:23]1)[c:12]1[c:7]([cH:8][cH:9][cH:10][cH:11]1)[CH2:6]2. Starting materials: N[C@H](CCSC)C(=O)O (D-Met-OH), C([O-])(O)=O.[Na+] (sodium bicarbonate), Cl (HCl), N([C@@H](CC(C)C)C(=O)ON1C(=O)CCC1=O)C(=O)OC(C)(C)C (Boc-Leu-OSu). Solvent: CN(C)C=O (DMF), O (water), CN(C)C=O (DMF). Conditions: time 8 hour. Yields the product N([C@@H](CC(C)C)C(=O)N[C@H](CCSC)C(=O)O)C(=O)OC(C)(C)C (Boc-Leu-D-Met-OH). Yield: 47.0%. Reaction SMILES: [NH2:1][C@@H:2]([C:7]([OH:9])=[O:8])[CH2:3][CH2:4][S:5][CH3:6].C(=O)(O)[O-].[Na+].[NH:15]([C:31]([O:33][C:34]([CH3:37])([CH3:36])[CH3:35])=[O:32])[C@H:16]([C:21](ON1C(=O)CCC1=O)=[O:22])[CH2:17][CH:18]([CH3:20])[CH3:19].Cl>CN(C=O)C.O>[NH:15]([C:31]([O:33][C:34]([CH3:36])([CH3:35])[CH3:37])=[O:32])[C@H:16]([C:21]([NH:1][C@@H:2]([C:7]([OH:9])=[O:8])[CH2:3][CH2:4][S:5][CH3:6])=[O:22])[CH2:17][CH:18]([CH3:20])[CH3:19] |f:1.2|. Reported procedure: D-Met-OH (1.4 g, 10 mM) and sodium bicarbonate (1.68 g, 20 mM) were added to a mixture of water (15 ml) and DMF (5 ml). Boc-Leu-OSu (3.28 g, 10 mM) in DMF (30 ml) was added thereto and the mixture was stirred overnight at room temperature. After cooling to 0° C., the pH was adjusted to pH 6.5 with 1 N-HCl and the solution was concentrated in vacuo. The residue was dissolved in ethyl acetate-1 N-HCl (50 ml-50 ml). The ethyl acetate layer was washed with water, dried by adding sodium sulfate and e... The reactants are FC1=CC=C(C=C1)\C(=C/CO)\C1=CC=CC=C1 ((Z)-3-(4-fluorophenyl)-3-phenyl-prop-2-en-1-ol), C1(=CC=CC=C1)P(C1=CC=CC=C1)C1=CC=CC=C1 (triphenylphosphine), C(C)OC([C@H](CC1=CC=C(C=C1)O)OCC)=O ((2S)-2-ethoxy-3-(4-hydroxy-phenyl)-propionic acid ethyl ester), N(=NC(=O)OCC)C(=O)OCC (diethyl azodicarboxylate). Product: C(C)OC([C@H](CC1=CC=C(C=C1)OC\C=C(\C1=CC=CC=C1)/C1=CC=C(C=C1)F)OCC)=O ((Z)-(2S)-2-Ethoxy-3-{4-[3-(4-fluorophenyl)-3-phenyl-allyloxy]-phenyl}-propionic acid ethyl ester). Isolated yield 73.0%. Reaction SMILES: [F:1][C:2]1[CH:7]=[CH:6][C:5](/[C:8](/[C:12]2[CH:17]=[CH:16][CH:15]=[CH:14][CH:13]=2)=[CH:9]\[CH2:10][OH:11])=[CH:4][CH:3]=1.C1(P(C2C=CC=CC=2)C2C=CC=CC=2)C=CC=CC=1.[CH2:37]([O:39][C:40](=[O:53])[C@@H:41]([O:50][CH2:51][CH3:52])[CH2:42][C:43]1[CH:48]=[CH:47][C:46](O)=[CH:45][CH:44]=1)[CH3:38].N(C(OCC)=O)=NC(OCC)=O>>[CH2:37]([O:39][C:40](=[O:53])[C@@H:41]([O:50][CH2:51][CH3:52])[CH2:42][C:43]1[CH:48]=[CH:47][C:46]([O:11][CH2:10]/[CH:9]=[C:8](\[C:5]2[CH:4]=[CH:3][C:2]([F:1])=[CH:7][CH:6]=2)/[C:12]2[CH:13]=[CH:14][CH:15]=[CH:16][CH:17]=2)=[CH:45][CH:44]=1)[CH3:38]. Reported procedure: Reaction of (Z)-3-(4-fluorophenyl)-3-phenyl-prop-2-en-1-ol (200 mg, 0.88 mmol), triphenylphosphine (242 mg, 0.92 mmol), (2S)-2-ethoxy-3-(4-hydroxy-phenyl)-propionic acid ethyl ester (200 mg, 0.84 mmol) and diethyl azodicarboxylate (160 mg, 0.92 mmol) in an identical manner to example 1 gave the title compound (275 mg, 73%).